From a dataset of the Open Reaction Database (ORD), a public repository of structured organic reaction records. describe an organic reaction: reactants, conditions, products, and yield The reactants are C1CCOC1, COC(=O)c1ccc(Br)cn1, CO, NC1CC1, O=C(Cl)C(=O)Cl, [Li+], [Na+], O=C([O-])O, [OH-]. The product is O=C(NC1CC1)c1ccc(Br)cn1. As a reaction SMILES: [CH2:24]1[O:25][CH2:26][CH2:27][CH2:28]1.[CH3:1][O:2][C:3](=[O:4])[c:5]1[n:6][cH:7][c:8]([Br:11])[cH:9][cH:10]1.[CH3:29][OH:30].[CH:20]1([NH2:23])[CH2:21][CH2:22]1.[Cl:14][C:15]([C:16]([Cl:17])=[O:18])=[O:19].[Li+:13].[Na+:35].[O-:31][C:32]([OH:33])=[O:34].[OH-:12]>>[C:3](=[O:4])([c:5]1[n:6][cH:7][c:8]([Br:11])[cH:9][cH:10]1)[NH:23][CH:20]1[CH2:21][CH2:22]1.